This data is from the Open Reaction Database (ORD), a public repository of structured organic reaction records. The task is: describe an organic reaction: reactants, conditions, products, and yield The reactants are C1=CC=NC(=C1)C(=O)C(=O)C2=CC=CC=N2 (2,2′-pyridil), CC1=CC2=C(N=C(N2)NC(=N)N)C=C1 (5-methyl-2-guanidinobenzimidazole), [OH-].[Na+] (sodium hydroxide). Solvent: CO (methanol), O (water). Yields the product CC1=CC2=C(N=C(N2)N=C2NC3(C(NC(N3)=NC=3NC4=C(N3)C=CC(=C4)C)(N2)C2=NC=CC=C2)C2=NC=CC=C2)C=C1 (2,5-bis[(5-methyl-2-benzimidazolyl)imino]-3a,6a-bis(2-pyridyl)-1,2,3,3a,4,5,6,6a-octahydroimidazo[4,5-d]imidazole), powder. Isolated yield 63.0%. As a reaction SMILES: [CH:1]1[CH:6]=[C:5]([C:7]([C:9]([C:11]2[N:16]=[CH:15][CH:14]=[CH:13][CH:12]=2)=O)=O)[N:4]=[CH:3][CH:2]=1.[CH3:17][C:18]1[CH:30]=[CH:29][C:21]2[N:22]=[C:23]([NH:25][C:26]([NH2:28])=[NH:27])[NH:24][C:20]=2[CH:19]=1.[OH-].[Na+]>CO.O>[CH3:17][C:18]1[CH:30]=[CH:29][C:21]2[N:22]=[C:23]([N:25]=[C:26]3[NH:28][C:7]4([C:5]5[CH:6]=[CH:1][CH:2]=[CH:3][N:4]=5)[NH:28][C:26](=[N:25][C:23]5[NH:24][C:20]6[CH:19]=[C:18]([CH3:17])[CH:30]=[CH:29][C:21]=6[N:22]=5)[NH:27][C:9]4([C:11]4[CH:12]=[CH:13][CH:14]=[CH:15][N:16]=4)[NH:27]3)[NH:24][C:20]=2[CH:19]=1 |f:2.3|. Reported procedure: A mixture of 2,2′-pyridil (603 mg, 2.84 mmol) and 5-methyl-2-guanidinobenzimidazole (489 mg, 2.58 mmol) in methanol (17 mL) was treated with a solution of sodium hydroxide (113.6 mg, 2.84 mmol) in 2.8 mL of water. The title compound was isolated as a grey powder (450 mg, 63% yield). mp: 290-291° C. (dec); HPLC retention time 7.1 min (reversed phase, Beckman ultrasphere ODS 4.6 mm×25 cm column, 20 min gradient elution with 20:80 to 60:40 acetonitrile:water containing 0.1% TFA@2 mL/min); 1H NMR (3... Reactants: C(C)(=O)OCC1=C(C=CC=C1B1OC(C(O1)(C)C)(C)C)N1C(C2=CC=3CC(CC3N2CC1)(C)C)=O ((2-{4,4-dimethyl-9-oxo-1,10-diazatricyclo[6.4.0.02,6]dodeca-2(6),7-dien-10-yl}-6-(4,4,5,5-tetramethyl-1,3,2-dioxaborolan-2-yl)phenyl)methyl acetate), BrC=1C=C(C(N(C1)C)=O)NC1=NC=C(C=C1)N1CCN(CC1)C1COC1 (5-Bromo-1-methyl-3-(5-(4-(oxetan-3-yl)piperazin-1-yl)pyridin-2-ylamino)pyridin-2(1H)-one), K3PO4.3H2O, CC(=O)[O-].[Na+] (NaOAc). Reagents/catalysts: C1=CC=C(C=C1)P([C-]2C=CC=C2)C3=CC=CC=C3.C1=CC=C(C=C1)P([C-]2C=CC=C2)C3=CC=CC=C3.Cl[Pd]Cl.[Fe+2] (Pd(dppf)Cl2). The solvent is CC#N (CH3CN). Run at temperature 110 celsius. The product is C(C)(=O)OCC1=C(C=CC=C1C1=CN(C(C(=C1)NC1=NC=C(C=C1)N1CCN(CC1)C1COC1)=O)C)N1C(C2=CC=3CC(CC3N2CC1)(C)C)=O ((2-{4,4-Dimethyl-9-oxo-1,10-diazatricyclo[6.4.0.02,6]dodeca-2(6),7-dien-10-yl}-6-[1-methyl-5-({5-[4-(oxetan-3-yl)piperazin-1-yl]pyridin-2-yl}amino)-6-oxo-1,6-dihydropyridin-3-yl]phenyl)methyl Acetate). Yield: 43.0%. Reaction SMILES: [C:1]([O:4][CH2:5][C:6]1[C:11](B2OC(C)(C)C(C)(C)O2)=[CH:10][CH:9]=[CH:8][C:7]=1[N:21]1[CH2:32][CH2:31][N:30]2[C:23](=[CH:24][C:25]3[CH2:26][C:27]([CH3:34])([CH3:33])[CH2:28][C:29]=32)[C:22]1=[O:35])(=[O:3])[CH3:2].Br[C:37]1[CH:38]=[C:39]([NH:45][C:46]2[CH:51]=[CH:50][C:49]([N:52]3[CH2:57][CH2:56][N:55]([CH:58]4[CH2:61][O:60][CH2:59]4)[CH2:54][CH2:53]3)=[CH:48][N:47]=2)[C:40](=[O:44])[N:41]([CH3:43])[CH:42]=1.CC([O-])=O.[Na+]>CC#N.C1C=CC(P(C2C=CC=CC=2)[C-]2C=CC=C2)=CC=1.C1C=CC(P(C2C=CC=CC=2)[C-]2C=CC=C2)=CC=1.Cl[Pd]Cl.[Fe+2]>[C:1]([O:4][CH2:5][C:6]1[C:11]([C:37]2[CH:38]=[C:39]([NH:45][C:46]3[CH:51]=[CH:50][C:49]([N:52]4[CH2:57][CH2:56][N:55]([CH:58]5[CH2:59][O:60][CH2:61]5)[CH2:54][CH2:53]4)=[CH:48][N:47]=3)[C:40](=[O:44])[N:41]([CH3:43])[CH:42]=2)=[CH:10][CH:9]=[CH:8][C:7]=1[N:21]1[CH2:32][CH2:31][N:30]2[C:23](=[CH:24][C:25]3[CH2:26][C:27]([CH3:33])([CH3:34])[CH2:28][C:29]=32)[C:22]1=[O:35])(=[O:3])[CH3:2] |f:2.3,5.6.7.8|. Procedure: A sealed tube was charged with the mixture of (2-{4,4-dimethyl-9-oxo-1,10-diazatricyclo[6.4.0.02,6]dodeca-2(6),7-dien-10-yl}-6-(4,4,5,5-tetramethyl-1,3,2-dioxaborolan-2-yl)phenyl)methyl acetate (335 mg, 0.7 mmol), 5-bromo-1-methyl-3-(5-(4-(oxetan-3-yl)piperazin-1-yl)pyridin-2-ylamino)pyridin-2(1H)-one 188e (294 mg, 0.7 mmol), Pd(dppf)Cl2 (33 mg, 0.04 mmol), K3PO4.3H2O(372 mg, 1.4 mmol), and NaOAc (115 mg, 1.4 mmol) in CH3CN (20 mL). The system was evacuated and refilled with N2. The reaction mix... Starting materials: N#N (N2), C(C(C)(C)C)(=O)OC1(CC1)C=1N=C(OC1)CO[Si](C)(C)C(C)(C)C (1-(2-(((tert-butyldimethylsilyl)oxy)methyl)oxazol-4-yl)cyclopropyl pivalate), CCCC[N+](CCCC)(CCCC)CCCC.[F-] (TBAF), solution. The solvent is C1CCOC1 (THF), C1CCOC1 (THF), CC(OCC)=O (EA). Conditions: temperature 0 celsius, time 30 minute. Product: C(C(C)(C)C)(=O)OC1(CC1)C=1N=C(OC1)CO (1-(2-(Hydroxymethyl)oxazol-4-yl)cyclopropyl pivalate). Reaction SMILES: N#N.[C:3]([O:9][C:10]1([C:13]2[N:14]=[C:15]([CH2:18][O:19][Si](C(C)(C)C)(C)C)[O:16][CH:17]=2)[CH2:12][CH2:11]1)(=[O:8])[C:4]([CH3:7])([CH3:6])[CH3:5].CCCC[N+](CCCC)(CCCC)CCCC.[F-]>C1COCC1.CC(=O)OCC>[C:3]([O:9][C:10]1([C:13]2[N:14]=[C:15]([CH2:18][OH:19])[O:16][CH:17]=2)[CH2:11][CH2:12]1)(=[O:8])[C:4]([CH3:7])([CH3:6])[CH3:5] |f:2.3|. Procedure details: In a flame dried round-bottomed flask equipped with a magnetic stir bar and under inert atmosphere (N2), a solution of 1-(2-(((tert-butyldimethylsilyl)oxy)methyl)oxazol-4-yl)cyclopropyl pivalate (450 mg, 1.27 mmol) in THF (13.0 mL) at 0° C. was treated with TBAF (2.55 ml of a 1M solution in THF, 2.55 mmol) and the reaction mixture was stirred at 0° C. for 30 min. The reaction mixture was diluted with EA (30 mL), the layers were separated and the org. layer was washed sequentially with sat. aq. N... The reactants are FC1=C(C(=O)N=C=O)C(=CC=C1)F (2,6-difluorobenzoylisocyanate), C1(CC1)C(C1=CC=C(C=C1)Cl)OC1=CC=C(N)C=C1 (4-(α-cyclopropyl-4-chlorobenzyloxy)aniline). Solvent: C(C)#N (acetonitrile). Product: FC1=C(C(=O)NC(=O)NC2=CC=C(C=C2)OC(C2=CC=C(C=C2)Cl)C2CC2)C(=CC=C1)F (N-(2,6-difluorobenzoyl)-N'-[4-(α-cyclopropyl-4-chlorobenzyloxy)phenyl]urea). Reaction SMILES: [F:1][C:2]1[CH:12]=[CH:11][CH:10]=[C:9]([F:13])[C:3]=1[C:4]([N:6]=[C:7]=[O:8])=[O:5].[CH:14]1([CH:17]([O:25][C:26]2[CH:32]=[CH:31][C:29]([NH2:30])=[CH:28][CH:27]=2)[C:18]2[CH:23]=[CH:22][C:21]([Cl:24])=[CH:20][CH:19]=2)[CH2:16][CH2:15]1>C(#N)C>[F:1][C:2]1[CH:12]=[CH:11][CH:10]=[C:9]([F:13])[C:3]=1[C:4]([NH:6][C:7]([NH:30][C:29]1[CH:28]=[CH:27][C:26]([O:25][CH:17]([CH:14]2[CH2:15][CH2:16]2)[C:18]2[CH:23]=[CH:22][C:21]([Cl:24])=[CH:20][CH:19]=2)=[CH:32][CH:31]=1)=[O:8])=[O:5]. Procedure: 1,57 g of 2,6-difluorobenzoylisocyanate was added to a solution of 3,35 g 4-(α-cyclopropyl-4-chlorobenzyloxy)aniline in 30 ml of dry acetonitrile while stirring. After stirring for 1 hour at room temperature the formed precipitate was sucked off, washed with acetonitrile, and dried. The desired product was obtained in a yield of 2.90 g; melting point 185°-188° C. The structure was confirmed by means of CMR. Reactants: CN1C=CC2=CC=C(C=C12)C#N (1-methyl-1H-indole-6-carbonitrile), C(C(=O)Cl)(=O)Cl (oxalyl chloride). Solvent: C(C)OCC (ethyl ether). Conditions: time 8 hour. The product is C(#N)C1=CC=C2C(=CN(C2=C1)C)C(C(=O)Cl)=O ((6-cyano-1-methyl-1H-indol-3-yl)oxo-acetyl chloride). Yield: 96.9%. As a reaction SMILES: [CH3:1][N:2]1[C:10]2[C:5](=[CH:6][CH:7]=[C:8]([C:11]#[N:12])[CH:9]=2)[CH:4]=[CH:3]1.[C:13](Cl)(=[O:17])[C:14]([Cl:16])=[O:15]>C(OCC)C>[C:11]([C:8]1[CH:9]=[C:10]2[C:5]([C:4]([C:13](=[O:17])[C:14]([Cl:16])=[O:15])=[CH:3][N:2]2[CH3:1])=[CH:6][CH:7]=1)#[N:12]. Procedure details: 1-methyl-1H-indole-6-carbonitrile (1.0 g, 6.4 mmole), a known compound, was dissolved in ethyl ether (Et2O) (25 mL), chilled in an ice bath and treated with oxalyl chloride (0.95 mL, 10.9 mmole, 1.7 equiv.). After removal of the ice bath, yellow solids soon precipitated. This mixture was stirred at room temperature overnight, the solids were then collected and washed with ethyl ether and dried under vacuum for 30 minutes to provide 1.53 g (96%) of (6-cyano-1-methyl-1H-indol-3-yl)oxo-acetyl chlor...